describe an organic reaction: reactants, conditions, products, and yield From a dataset of the Open Reaction Database (ORD), a public repository of structured organic reaction records. Starting materials: C(=O)(OC(C)(C)C)N1CCC(CC1)CCCCCO.N1C(CCC1)=O (1-[2-(N-BOC-piperidin-4-yl)ethyl]-3-propanol 2-pyrrolidinone), CC(=O)C.OS(=O)(=O)O.O=[Cr](=O)=O (Jones reagent). Solvent: CC(=O)C (acetone), C(=O)(O)[O-].[Na+] (NaHCO3). The product is C(=O)(OC(C)(C)C)N1CCC(CC1)CCCCC(=O)O.N1C(CCC1)=O (1-[2-(N-BOC-piperidin-4-yl)ethyl]-3-propanoic-acid 2-pyrrolidinone). RXN SMILES: [C:1]([N:8]1[CH2:13][CH2:12][CH:11]([CH2:14][CH2:15][CH2:16][CH2:17][CH2:18][OH:19])[CH2:10][CH2:9]1)([O:3][C:4]([CH3:7])([CH3:6])[CH3:5])=[O:2].[NH:20]1[CH2:24][CH2:23][CH2:22][C:21]1=[O:25].CC(C)=O.OS(O)(=O)=O.O=[Cr](=O)=O>CC(C)=O.C([O-])(O)=O.[Na+]>[C:1]([N:8]1[CH2:13][CH2:12][CH:11]([CH2:14][CH2:15][CH2:16][CH2:17][C:18]([OH:25])=[O:19])[CH2:10][CH2:9]1)([O:3][C:4]([CH3:7])([CH3:6])[CH3:5])=[O:2].[NH:20]1[CH2:24][CH2:23][CH2:22][C:21]1=[O:25] |f:0.1,2.3.4,6.7,8.9|. Reported procedure: A solution of 95 (1.14 mmol) in acetone (5 ml) was cooled to -15° and treated with Jones reagent until the color remained amber/brown. The reaction mixture was diluted with saturated NaHCO3 solution to pH 9 and this was extracted with EtOAc. The aqueous phase was acidified to pH 3 with KHSO4 solution and extracted with several portions of EtOAc. The combined organic extracts were dried (MgSO4) and the, solvent removed to give 96. Rf 0.3 (silica gel, 9/1/1 CH2Cl2 /MeOH/HOAc). Reactants: O(C1=CC=CC=C1)C1=CC=C(C=C1)O (4-Phenoxyphenol), N1=CC=CC=C1 (pyridine), Cl (hydrochloric acid), O (water). Solvent: C(C)(=O)OC(C)=O (acetic anhydride). The product is C(C)(=O)OC1=CC=C(C=C1)OC1=CC=CC=C1 (4-phenoxyphenyl acetate). As a reaction SMILES: [O:1]([C:8]1[CH:13]=[CH:12][C:11]([OH:14])=[CH:10][CH:9]=1)[C:2]1[CH:7]=[CH:6][CH:5]=[CH:4][CH:3]=1.[OH2:15].Cl.N1[CH:22]=[CH:21]C=CC=1>C(OC(=O)C)(=O)C>[C:21]([O:14][C:11]1[CH:10]=[CH:9][C:8]([O:1][C:2]2[CH:7]=[CH:6][CH:5]=[CH:4][CH:3]=2)=[CH:13][CH:12]=1)(=[O:15])[CH3:22]. Procedure details: 4-Phenoxyphenol (25.0 g, 134 mmol) is taken up in a mixture of pyridine (51 mL) and acetic anhydride (58 mL) and heated at reflux for 2 hours. The mixture is cooled and poured into 300 mL of water. The solution is made acidic with 2N hydrochloric acid and extracted three times with ether. The organic phase is washed with aqueous sodium bicarbonate solution, dried over magnesium sulfate and evaporated. Purification of the residue by silica-gel flash chromatography (4:1 hexane/ethyl acetate) gives... Starting materials: COc1ccc(-c2sc3cc(OC)ccc3c2-c2cccc(O)c2)cc1, ClCCCN1CCCCC1, Cl, [K+], [K+], O=C([O-])[O-], CN(C)C=O. Yields the product COc1ccc(-c2sc3cc(OC)ccc3c2-c2cccc(OCCCN3CCCCC3)c2)cc1, Cl. As a reaction SMILES: [CH3:1][O:2][c:3]1[cH:4][cH:5][c:6](-[c:9]2[c:10](-[c:20]3[cH:21][c:22]([OH:26])[cH:23][cH:24][cH:25]3)[c:11]3[c:12]([s:13]2)[cH:14][c:15]([O:18][CH3:19])[cH:16][cH:17]3)[cH:7][cH:8]1.[Cl:28][CH2:29][CH2:30][CH2:31][N:32]1[CH2:33][CH2:34][CH2:35][CH2:36][CH2:37]1.[ClH:27].[K+:38].[K+:39].[O-:40][C:41]([O-:42])=[O:43].[O:44]=[CH:45][N:46]([CH3:47])[CH3:48]>>[CH3:1][O:2][c:3]1[cH:4][cH:5][c:6](-[c:9]2[c:10](-[c:20]3[cH:21][c:22]([O:26][CH2:29][CH2:30][CH2:31][N:32]4[CH2:33][CH2:34][CH2:35][CH2:36][CH2:37]4)[cH:23][cH:24][cH:25]3)[c:11]3[c:12]([s:13]2)[cH:14][c:15]([O:18][CH3:19])[cH:16][cH:17]3)[cH:7][cH:8]1.[ClH:28]. The reactants are Cl.N1(C=NC=C1)C=1C=C(C=CC1)N1CC(N(CC1)CC1=CC=CC=C1)CNC(C1=CC=C(C=C1)NS(=O)(=O)C)=O (N-[[4-[3-(1H-imidazol-1-yl)phenyl-]-1-(phenylmethyl)piperazin-2-yl]methyl]-4-[(methylsulfonyl)amino]benzamide hydrochloride). The reagents and catalysts are [Pd] (Pd on carbon). Yields the product Cl.N1(C=NC=C1)C=1C=C(C=CC1)N1CC(NCC1)CNC(C1=CC=C(C=C1)NS(=O)(=O)C)=O (N-[[4-[3-(1H-Imidazol-1-yl)phenyl]piperazin-2-yl]methyl]-4-[(methylsulfonyl)amino]benzamide, hydrochloride). As a reaction SMILES: [ClH:1].[N:2]1([C:7]2[CH:8]=[C:9]([N:13]3[CH2:18][CH2:17][N:16](CC4C=CC=CC=4)[CH:15]([CH2:26][NH:27][C:28](=[O:40])[C:29]4[CH:34]=[CH:33][C:32]([NH:35][S:36]([CH3:39])(=[O:38])=[O:37])=[CH:31][CH:30]=4)[CH2:14]3)[CH:10]=[CH:11][CH:12]=2)[CH:6]=[CH:5][N:4]=[CH:3]1>[Pd]>[ClH:1].[N:2]1([C:7]2[CH:8]=[C:9]([N:13]3[CH2:18][CH2:17][NH:16][CH:15]([CH2:26][NH:27][C:28](=[O:40])[C:29]4[CH:34]=[CH:33][C:32]([NH:35][S:36]([CH3:39])(=[O:38])=[O:37])=[CH:31][CH:30]=4)[CH2:14]3)[CH:10]=[CH:11][CH:12]=2)[CH:6]=[CH:5][N:4]=[CH:3]1 |f:0.1,3.4|. Reported procedure: In a manner similar to Example 1, react N-[[4-[3-(1H-imidazol-1-yl)phenyl-]-1-(phenylmethyl)piperazin-2-yl]methyl]-4-[(methylsulfonyl)amino]benzamide hydrochloride (2.5 g, 4.4 mmol) with H2 over Pd on carbon (1.2 g) to obtain the title compound. Reactants: [BH4-], CNc1cc2ccn(-c3ccc(NC(=O)NS(=O)(=O)c4ccc(Cl)s4)cc3C(C)=O)c(=O)c2cc1F, CCO, [Na+]. The product is CNc1cc2ccn(-c3ccc(NC(=O)NS(=O)(=O)c4ccc(Cl)s4)cc3C(C)O)c(=O)c2cc1F. RXN SMILES: [BH4-:37].[C:1]([CH3:2])(=[O:3])[c:4]1[cH:5][c:6]([NH:24][C:25](=[O:26])[NH:27][S:28](=[O:29])(=[O:30])[c:31]2[s:32][c:33]([Cl:36])[cH:34][cH:35]2)[cH:7][cH:8][c:9]1-[n:10]1[c:11](=[O:23])[c:12]2[cH:13][c:14]([F:22])[c:15]([NH:20][CH3:21])[cH:16][c:17]2[cH:18][cH:19]1.[CH3:39][CH2:40][OH:41].[Na+:38]>>[CH:1]([CH3:2])([OH:3])[c:4]1[cH:5][c:6]([NH:24][C:25](=[O:26])[NH:27][S:28](=[O:29])(=[O:30])[c:31]2[s:32][c:33]([Cl:36])[cH:34][cH:35]2)[cH:7][cH:8][c:9]1-[n:10]1[c:11](=[O:23])[c:12]2[cH:13][c:14]([F:22])[c:15]([NH:20][CH3:21])[cH:16][c:17]2[cH:18][cH:19]1.